Dataset: the Open Reaction Database (ORD), a public repository of structured organic reaction records. Task: describe an organic reaction: reactants, conditions, products, and yield Reactants: C1CCOC1, CCOC(C)=O, NC1CC1, Cc1cc2c(F)c(Oc3ccnc(COS(C)(=O)=O)c3)ccc2n1C(=O)Nc1ccc(F)c(C(F)(F)F)c1, CN(C)C=O, O. The product is Cc1cc2c(F)c(Oc3ccnc(CNC4CC4)c3)ccc2n1C(=O)Nc1ccc(F)c(C(F)(F)F)c1. As a reaction SMILES: [CH2:48]1[O:49][CH2:50][CH2:51][CH2:52]1.[CH3:53][CH2:54][O:55][C:56]([CH3:57])=[O:58].[CH:39]1([NH2:42])[CH2:40][CH2:41]1.[F:1][c:2]1[c:3]2[cH:4][c:5]([CH3:38])[n:6]([C:24]([NH:25][c:26]3[cH:27][c:28]([C:33]([F:34])([F:35])[F:36])[c:29]([F:32])[cH:30][cH:31]3)=[O:37])[c:7]2[cH:8][cH:9][c:10]1[O:11][c:12]1[cH:13][c:14]([CH2:18][O:19][S:20]([CH3:21])(=[O:22])=[O:23])[n:15][cH:16][cH:17]1.[O:43]=[CH:44][N:45]([CH3:46])[CH3:47].[OH2:59]>>[F:1][c:2]1[c:3]2[cH:4][c:5]([CH3:38])[n:6]([C:24]([NH:25][c:26]3[cH:27][c:28]([C:33]([F:34])([F:35])[F:36])[c:29]([F:32])[cH:30][cH:31]3)=[O:37])[c:7]2[cH:8][cH:9][c:10]1[O:11][c:12]1[cH:13][c:14]([CH2:18][NH:42][CH:39]2[CH2:40][CH2:41]2)[n:15][cH:16][cH:17]1. Reactants: C(=O)(OCC1=CC=CC=C1)N1[C@H](C(=O)OC)CC(C1)O (N-carbobenzyloxy-4-hydroxy-L-proline, methyl ester), N1=CC=CC=C1 (pyridine), ice, N1=CC=CC=C1 (pyridine), S(=O)(=O)(C1=CC=C(C)C=C1)Cl (tosyl chloride). Solvent: CO (methanol). The product is C(=O)(OCC1=CC=CC=C1)N1[C@H](C(=O)OC)CC(C1)OS(=O)(=O)C1=CC=C(C)C=C1 (N-Carbobenzyloxy-4-tosyloxy-L-proline, methyl ester). As a reaction SMILES: [C:1]([N:11]1[CH2:19][CH:18]([OH:20])[CH2:17][C@H:12]1[C:13]([O:15][CH3:16])=[O:14])([O:3][CH2:4][C:5]1[CH:10]=[CH:9][CH:8]=[CH:7][CH:6]=1)=[O:2].N1C=CC=CC=1.[S:27](Cl)([C:30]1[CH:36]=[CH:35][C:33]([CH3:34])=[CH:32][CH:31]=1)(=[O:29])=[O:28]>CO>[C:1]([N:11]1[CH2:19][CH:18]([O:20][S:27]([C:30]2[CH:36]=[CH:35][C:33]([CH3:34])=[CH:32][CH:31]=2)(=[O:29])=[O:28])[CH2:17][C@H:12]1[C:13]([O:15][CH3:16])=[O:14])([O:3][CH2:4][C:5]1[CH:6]=[CH:7][CH:8]=[CH:9][CH:10]=1)=[O:2]. Procedure details: A stirred solution of 14.5 g. (0.052 mole) of N-carbobenzyloxy-4-hydroxy-L-proline, methyl ester in 30 ml. of pyridine is treated dropwise at -5° to -8° with a solution of 11 g. (0.058 mole) of tosyl chloride in 15 ml. of pyridine. The pale yellow solution is stored in the cold for 3 days, then added with stirring to 300 ml. of ice-cold 2 N hydrochloric acid. The precipitated gum is extracted with 200 ml. of chloroform. The aqueous phase is extracted with additional chloroform (3×100 ml.). The o... The reactants are OC=1C(N(CC1C(C(C)C)=O)C1=CC=CC=C1)=O (3-hydroxy-4-isobutyryl-2-oxo-1-phenyl-2,5-dihydropyrrole), Cl.FC1=CC=C(C=C1)NN (4-fluorophenylhydrazine hydrochloride), C[O-].[Na+] (sodium methoxide). Run in C(C)O (ethanol). Yields the product FC1=CC=C(C=C1)N1N=C(C2=C1C(N(C2)C2=CC=CC=C2)=O)C(C)C (1-(4-Fluorophenyl)-3-isopropyl-6-oxo-5-phenyl-4,6-dihydro-1H-pyrazolo[3,4-c]pyrrole), FC1=CC=C(C=C1)N1N=C2C(N(CC2=C1C(C)C)C1=CC=CC=C1)=O (2-(4-fluorophenyl)-3-isopropyl-6-oxo-5-phenyl-4,6-dihydro-2H-pyrazolo[3,4-c]pyrrole). RXN SMILES: O[C:2]1[C:3](=[O:18])[N:4]([C:12]2[CH:17]=[CH:16][CH:15]=[CH:14][CH:13]=2)[CH2:5][C:6]=1[C:7](=O)[CH:8]([CH3:10])[CH3:9].Cl.[F:20][C:21]1[CH:26]=[CH:25][C:24]([NH:27][NH2:28])=[CH:23][CH:22]=1.C[O-].[Na+]>C(O)C>[F:20][C:21]1[CH:26]=[CH:25][C:24]([N:27]2[C:2]3[C:3](=[O:18])[N:4]([C:12]4[CH:17]=[CH:16][CH:15]=[CH:14][CH:13]=4)[CH2:5][C:6]=3[C:7]([CH:8]([CH3:10])[CH3:9])=[N:28]2)=[CH:23][CH:22]=1.[F:20][C:21]1[CH:26]=[CH:25][C:24]([N:27]2[C:7]([CH:8]([CH3:10])[CH3:9])=[C:6]3[C:2]([C:3](=[O:18])[N:4]([C:12]4[CH:17]=[CH:16][CH:15]=[CH:14][CH:13]=4)[CH2:5]3)=[N:28]2)=[CH:23][CH:22]=1 |f:1.2,3.4|. Procedure: A mixture of 3-hydroxy-4-isobutyryl-2-oxo-1-phenyl-2,5-dihydropyrrole (0.350 g, 1.43 mmole), 4-fluorophenylhydrazine hydrochloride (0.245 g, 1.50 mmole) and sodium methoxide (39 mg, 0.72 mmole) in ethanol (10 ml) was heated to reflux. After 16 hours the solvent was removed by rotory evaporation under reduced pressure, and the crude residue was chromatographed on a silica column using 1:3 ethyl acetate/hexane as eluent to give 210 mg of the title compound along with 80 mg of the 2-(4-fluorophenyl... Starting materials: C1CCOC1, CC[Zn]CC, CCCCCC, B1CCCCCCCC1C1CCCCCCCC1, C#CCCCCl, NO. Product: CC[Zn]C=CCCCCl. Reaction SMILES: [CH2:38]1[O:39][CH2:40][CH2:41][CH2:42]1.[CH3:27][CH2:28][Zn:29][CH2:30][CH3:31].[CH3:32][CH2:33][CH2:34][CH2:35][CH2:36][CH3:37].[CH:1]1([CH:2]2[CH2:3][CH2:4][CH2:5][CH2:6][CH2:7][CH2:8][CH2:9][CH2:10]2)[BH:11][CH2:12][CH2:13][CH2:14][CH2:15][CH2:16][CH2:17][CH2:18]1.[Cl:19][CH2:20][CH2:21][CH2:22][C:23]#[CH:24].[NH2:25][OH:26]>>[Cl:19][CH2:20][CH2:21][CH2:22][CH:23]=[CH:24][Zn:29][CH2:28][CH3:27]. Reactants: C(=O)[O-].[NH4+] (Amoniumformiate), FC(C(=O)N1C[C@H](CCC1)OC1=C(C=CC(=C1)C)[N+](=O)[O-])(F)F ((S)-2,2,2-trifluoro-1-(3-(5-methyl-2-nitrophenoxy)piperidin-1-yl)ethanone). Reagents/catalysts: [Pd] (palladium on charcoal). Solvent: CO (MeOH). The product is NC1=C(O[C@@H]2CN(CCC2)C(C(F)(F)F)=O)C=C(C=C1)C ((S)-1-(3-(2-amino-5-methylphenoxy)piperidin-1-yl)-2,2,2-trifluoroethanone). As a reaction SMILES: C([O-])=O.[NH4+].[F:5][C:6]([F:27])([F:26])[C:7]([N:9]1[CH2:14][CH2:13][CH2:12][C@H:11]([O:15][C:16]2[CH:21]=[C:20]([CH3:22])[CH:19]=[CH:18][C:17]=2[N+:23]([O-])=O)[CH2:10]1)=[O:8]>[Pd].CO>[NH2:23][C:17]1[CH:18]=[CH:19][C:20]([CH3:22])=[CH:21][C:16]=1[O:15][C@H:11]1[CH2:12][CH2:13][CH2:14][N:9]([C:7](=[O:8])[C:6]([F:27])([F:5])[F:26])[CH2:10]1 |f:0.1|. Reported procedure: Amoniumformiate (0.238 g) was added into a suspension of (S)-2,2,2-trifluoro-1-(3-(5-methyl-2-nitrophenoxy)piperidin-1-yl)ethanone and palladium on charcoal (50.0 mg) in MeOH (6.0 ml) at room temperature. The mixture was heated at reflux for 40 mins. The mixture was filtered through a pad of celite and the filtercake was washed with dichloromethane. The filtrate was washed with water and. The residue was purfied by chromatography.